describe an organic reaction: reactants, conditions, products, and yield From a dataset of the Open Reaction Database (ORD), a public repository of structured organic reaction records. Starting materials: BrC1=CC=C(C=C1)CN1N=C(C(=C(C1=O)C(=O)NCC(=O)O)O)C(C)C (N-{[2-[(4-Bromophenyl)methyl]-5-hydroxy-6-(1-methylethyl)-3-oxo-2,3-dihydro-4-pyridazinyl]carbonyl}glycine), COC1=NC=CC(=C1)B(O)O ([2-(methyloxy)-4-pyridinyl]boronic acid), C([O-])([O-])=O.[K+].[K+] (potassium carbonate), Cl (HCl). The reagents and catalysts are C=1C=CC(=CC1)[P](C=2C=CC=CC2)(C=3C=CC=CC3)[Pd]([P](C=4C=CC=CC4)(C=5C=CC=CC5)C=6C=CC=CC6)([P](C=7C=CC=CC7)(C=8C=CC=CC8)C=9C=CC=CC9)[P](C=1C=CC=CC1)(C=1C=CC=CC1)C=1C=CC=CC1 (tetrakis(triphenylphosphine)palladium). The solvent is O1CCOCC1 (1,4-Dioxane), O (Water), O (water). The product is OC1=C(C(N(N=C1C(C)C)CC1=CC=C(C=C1)C1=CC(=NC=C1)OC)=O)C(=O)NCC(=O)O (N-{[5-hydroxy-6-(1-methylethyl)-2-({4-[2-(methyloxy)-4-pyridinyl]phenyl}methyl)-3-oxo-2,3-dihydro-4-pyridazinyl]carbonyl}glycine). The yield is 42.5%. As a reaction SMILES: Br[C:2]1[CH:7]=[CH:6][C:5]([CH2:8][N:9]2[C:14](=[O:15])[C:13]([C:16]([NH:18][CH2:19][C:20]([OH:22])=[O:21])=[O:17])=[C:12]([OH:23])[C:11]([CH:24]([CH3:26])[CH3:25])=[N:10]2)=[CH:4][CH:3]=1.[CH3:27][O:28][C:29]1[CH:34]=[C:33](B(O)O)[CH:32]=[CH:31][N:30]=1.C(=O)([O-])[O-].[K+].[K+].Cl>O1CCOCC1.O.C1C=CC([P]([Pd]([P](C2C=CC=CC=2)(C2C=CC=CC=2)C2C=CC=CC=2)([P](C2C=CC=CC=2)(C2C=CC=CC=2)C2C=CC=CC=2)[P](C2C=CC=CC=2)(C2C=CC=CC=2)C2C=CC=CC=2)(C2C=CC=CC=2)C2C=CC=CC=2)=CC=1>[OH:23][C:12]1[C:11]([CH:24]([CH3:26])[CH3:25])=[N:10][N:9]([CH2:8][C:5]2[CH:6]=[CH:7][C:2]([C:33]3[CH:32]=[CH:31][N:30]=[C:29]([O:28][CH3:27])[CH:34]=3)=[CH:3][CH:4]=2)[C:14](=[O:15])[C:13]=1[C:16]([NH:18][CH2:19][C:20]([OH:22])=[O:21])=[O:17] |f:2.3.4,^1:55,57,76,95|. Procedure details: To a 20 mL microwave tube was added N-{[2-[(4-bromophenyl)methyl]-5-hydroxy-6-(1-methylethyl)-3-oxo-2,3-dihydro-4-pyridazinyl]carbonyl}glycine (example 61, 31 mg, 0.073 mmol), [2-(methyloxy)-4-pyridinyl]boronic acid (11.18 mg, 0.073 mmol), potassium carbonate (30.3 mg, 0.219 mmol), and tetrakis(triphenylphosphine)palladium (0) (2.53 mg, 2.192 μmol) in 1,4-Dioxane (1.5 ml) and Water (0.500 ml). The mixture was irradiated at 100° C. for 20 minutes. The reaction mixture was diluted with water (4 ml... Starting materials: BrC=1C=C(C=CC1F)C1C2=C(NC3=C1C(NN3C)=O)CCC2=O (4-(3-bromo-4-fluorophenyl)-1-methyl-1,2,4,6,7,8-hexahydrocyclopenta[b]pyrazolo[4,3-e]pyridine-3,5-dione), ClC(=O)OC (methyl chloroformate), N1=CC=CC=C1 (pyridine). Yields the product BrC=1C=C(C=CC1F)C1C2=C(NC3=C1C(N(N3C)C(=O)OC)=O)CCC2=O (4-(3-bromo-4-fluorophenyl)-2-(methoxycarbonyl)-1-methyl-1,2,4,6,7,8-hexahydrocyclopenta[b]pyrazolo[4,3-e]pyridine-3,5-dione). The solvent is C(Cl)Cl (methylene chloride). Procedure details: The product from Example 1 (0.1 g) in methylene chloride (10 mL) was stirred overnight with methyl chloroformate (0.04 mL) and pyridine (0.06 mL). The reaction mixture was evaporated under reduced pressure and the residue was chromatographed on silica gel eluting with 5% ethanol/methylene chloride to provide 0.038 g of the title compound. 1H NMR (DMSO-d6) δ 2.32 (t, 2H), 2.72 (m, 2H), 3.65 (s, 3H), 3.7 (s, 3H), 4.72 (s, 1H), 7.11 (m, 1H), 7.22 (t, 1H), 7.32 (dd, 1H), 10.80 (s, 1H); MS (ESI+) m/z... RXN SMILES: [Br:1][C:2]1[CH:3]=[C:4]([CH:9]2[C:14]3[C:15](=[O:19])[NH:16][N:17]([CH3:18])[C:13]=3[NH:12][C:11]3[CH2:20][CH2:21][C:22](=[O:23])[C:10]2=3)[CH:5]=[CH:6][C:7]=1[F:8].Cl[C:25]([O:27][CH3:28])=[O:26].N1C=CC=CC=1>C(Cl)Cl>[Br:1][C:2]1[CH:3]=[C:4]([CH:9]2[C:14]3[C:15](=[O:19])[N:16]([C:25]([O:27][CH3:28])=[O:26])[N:17]([CH3:18])[C:13]=3[NH:12][C:11]3[CH2:20][CH2:21][C:22](=[O:23])[C:10]2=3)[CH:5]=[CH:6][C:7]=1[F:8]. The reactants are C(C)(C)(C)C1=CC=C(CBr)C=C1 (4-tert-butylbenzyl bromide), N1CCNCC1 (piperazine). The solvent is C1CCOC1 (THF). The product is C(C)(C)(C)C1=CC=C(CN2CCNCC2)C=C1 (1-(4-(tert-butyl)benzyl)piperazine). RXN SMILES: [C:1]([C:5]1[CH:12]=[CH:11][C:8]([CH2:9]Br)=[CH:7][CH:6]=1)([CH3:4])([CH3:3])[CH3:2].[NH:13]1[CH2:18][CH2:17][NH:16][CH2:15][CH2:14]1>C1COCC1>[C:1]([C:5]1[CH:12]=[CH:11][C:8]([CH2:9][N:13]2[CH2:18][CH2:17][NH:16][CH2:15][CH2:14]2)=[CH:7][CH:6]=1)([CH3:4])([CH3:3])[CH3:2]. Procedure: Synthesized according to General Procedure A: 4-tert-butylbenzyl bromide (4{20}, 4.05 mL, 22.0 mmol, 1 equiv.), piperazine (11.4 g, 132.1 mmol, 6 equiv.), THF (48.1 mL). Purification with flash column chromatography on silica gel (4:1 EtOAc:MeOH) afforded 5{20} (3.75 g, 73%) as a beige solid. 1H-NMR (500 MHz, CDCl3): δ 7.30 (d, 2H, J=8.5 Hz), 7.22 (d, 2H, J=8.5 Hz), 3.44 (s, 2H), 2.85 (t, 4H, J=5.0 Hz), 2.38 (br s, 4H), 1.54 (br s, 1H), 1.29 (s, 9H). 13C-NMR (125 MHz, CDCl3): δ 149.6, 134.7, 128... The reactants are Oc1cc(F)cc(Br)c1, CC(C)(C)[Si](Cl)(c1ccccc1)c1ccccc1, C1CCOC1, c1c[nH]cn1. Yields the product CC(C)(C)[Si](Oc1cc(F)cc(Br)c1)(c1ccccc1)c1ccccc1. RXN SMILES: [Br:1][c:2]1[cH:3][c:4]([OH:9])[cH:5][c:6]([F:8])[cH:7]1.[C:15]([CH3:16])([CH3:17])([CH3:18])[Si:19]([c:20]1[cH:21][cH:22][cH:23][cH:24][cH:25]1)([c:26]1[cH:27][cH:28][cH:29][cH:30][cH:31]1)[Cl:32].[CH2:33]1[O:34][CH2:35][CH2:36][CH2:37]1.[nH:10]1[cH:11][cH:12][n:13][cH:14]1>>[Br:1][c:2]1[cH:3][c:4]([O:9][Si:19]([C:15]([CH3:16])([CH3:17])[CH3:18])([c:20]2[cH:21][cH:22][cH:23][cH:24][cH:25]2)[c:26]2[cH:27][cH:28][cH:29][cH:30][cH:31]2)[cH:5][c:6]([F:8])[cH:7]1.